The task is: describe an organic reaction: reactants, conditions, products, and yield. This data is from the Open Reaction Database (ORD), a public repository of structured organic reaction records. Reactants: BrC1=NN(C2=CC=C(C=C12)C(=O)NC1CN(CCC1C1=CC(=CC=C1)F)C(=O)OC(C)(C)C)C(C1=CC=CC=C1)(C1=CC=CC=C1)C1=CC=CC=C1 (tert-butyl 3-(3-bromo-1-trityl-1H-indazole-5-carboxamido)-4-(3-fluorophenyl)-piperidine-1-carboxylate), N1=CC=C(C=C1)B(O)O (pyridin-4-ylboronic acid). The reagents and catalysts are C=1C=CC(=CC1)[P](C=2C=CC=CC2)(C=3C=CC=CC3)[Pd]([P](C=4C=CC=CC4)(C=5C=CC=CC5)C=6C=CC=CC6)([P](C=7C=CC=CC7)(C=8C=CC=CC8)C=9C=CC=CC9)[P](C=1C=CC=CC1)(C=1C=CC=CC1)C=1C=CC=CC1 (tetrakis(triphenylphosphine)palladium). Reaction conditions: temperature 80 celsius. The product is FC=1C=C(C=CC1)C1C(CN(CC1)C(=O)OC(C)(C)C)NC(=O)C=1C=C2C(=NN(C2=CC1)C(C1=CC=CC=C1)(C1=CC=CC=C1)C1=CC=CC=C1)C1=CC=NC=C1 (tert-butyl 4-(3-fluorophenyl)-3-(3-(pyridin-4-yl)-1-trityl-1H-indazole-5-carboxamido)piperidine-1-carboxylate). RXN SMILES: Br[C:2]1[C:10]2[C:5](=[CH:6][CH:7]=[C:8]([C:11]([NH:13][CH:14]3[CH:19]([C:20]4[CH:25]=[CH:24][CH:23]=[C:22]([F:26])[CH:21]=4)[CH2:18][CH2:17][N:16]([C:27]([O:29][C:30]([CH3:33])([CH3:32])[CH3:31])=[O:28])[CH2:15]3)=[O:12])[CH:9]=2)[N:4]([C:34]([C:47]2[CH:52]=[CH:51][CH:50]=[CH:49][CH:48]=2)([C:41]2[CH:46]=[CH:45][CH:44]=[CH:43][CH:42]=2)[C:35]2[CH:40]=[CH:39][CH:38]=[CH:37][CH:36]=2)[N:3]=1.[N:53]1[CH:58]=[CH:57][C:56](B(O)O)=[CH:55][CH:54]=1>C1C=CC([P]([Pd]([P](C2C=CC=CC=2)(C2C=CC=CC=2)C2C=CC=CC=2)([P](C2C=CC=CC=2)(C2C=CC=CC=2)C2C=CC=CC=2)[P](C2C=CC=CC=2)(C2C=CC=CC=2)C2C=CC=CC=2)(C2C=CC=CC=2)C2C=CC=CC=2)=CC=1>[F:26][C:22]1[CH:21]=[C:20]([CH:19]2[CH2:18][CH2:17][N:16]([C:27]([O:29][C:30]([CH3:33])([CH3:31])[CH3:32])=[O:28])[CH2:15][CH:14]2[NH:13][C:11]([C:8]2[CH:9]=[C:10]3[C:5](=[CH:6][CH:7]=2)[N:4]([C:34]([C:41]2[CH:46]=[CH:45][CH:44]=[CH:43][CH:42]=2)([C:47]2[CH:48]=[CH:49][CH:50]=[CH:51][CH:52]=2)[C:35]2[CH:36]=[CH:37][CH:38]=[CH:39][CH:40]=2)[N:3]=[C:2]3[C:56]2[CH:57]=[CH:58][N:53]=[CH:54][CH:55]=2)=[O:12])[CH:25]=[CH:24][CH:23]=1 |^1:65,67,86,105|. Procedure details: tert-butyl 3-(3-bromo-1-trityl-1H-indazole-5-carboxamido)-4-(3-fluorophenyl)-piperidine-1-carboxylate (80 mg, 0.105 mmol) was added to a vial containing pyridin-4-ylboronic acid (13 mg, 0.105 mmol) and tetrakis(triphenylphosphine)palladium (13 mg, 0.0105 mmol). After purging the vial with nitrogen gas, dioxane (0.5 mL) and 2M sodium carbonate (0.5 mL) was added to the vial respectively. The reaction mixture was stirred and was heated to 80° C. for overnight. Upon completion, the mixture was conc...